Dataset: the Open Reaction Database (ORD), a public repository of structured organic reaction records. Task: describe an organic reaction: reactants, conditions, products, and yield Product: C(C1=CC=CC=C1)OC1=CC(=C(C=C1OC(C)C)CC)OCCCCCC(C)(C)C#N (1-Benzyloxy-3-(6-cyano-6-methylheptyloxy)-4-ethyl -6-isopropoxy benzene). As a reaction SMILES: [CH2:1]([O:8][C:9]1[C:14]([OH:15])=[CH:13][C:12]([CH2:16][CH3:17])=[C:11]([O:18][CH2:19][CH2:20][CH2:21][CH2:22][CH2:23][C:24]([C:27]#[N:28])([CH3:26])[CH3:25])[CH:10]=1)[C:2]1[CH:7]=[CH:6][CH:5]=[CH:4][CH:3]=1.I[CH:30]([CH3:32])[CH3:31]>>[CH2:1]([O:8][C:9]1[C:14]([O:15][CH:30]([CH3:32])[CH3:31])=[CH:13][C:12]([CH2:16][CH3:17])=[C:11]([O:18][CH2:19][CH2:20][CH2:21][CH2:22][CH2:23][C:24]([C:27]#[N:28])([CH3:25])[CH3:26])[CH:10]=1)[C:2]1[CH:3]=[CH:4][CH:5]=[CH:6][CH:7]=1. Isolated yield 100.0%. Procedure: 1-Benzyloxy-3-(6-cyano-6-methylheptyloxy)-4-ethyl -6-isopropoxy benzene was prepared in 100% yield as a white solid from 1-Benzyloxy-3-(6-cyano-6-methylheptyloxy)-4-ethyl-6-hydroxy benzene and 2-iodo-propane. Reactants: C(C1=CC=CC=C1)OC1=CC(=C(C=C1O)CC)OCCCCCC(C)(C)C#N (1-Benzyloxy-3-(6-cyano-6-methylheptyloxy)-4-ethyl-6-hydroxy benzene), IC(C)C (2-iodo-propane). The reactants are [Al+3], CN(C)c1ccc(C#N)cc1C(F)(F)F, [H-], [H-], [H-], [H-], [Li+], [Na+], C1CCOC1, [OH-], O. Product: CN(C)c1ccc(CN)cc1C(F)(F)F. RXN SMILES: [Al+3:17].[CH3:1][N:2]([c:3]1[c:4]([C:11]([F:12])([F:13])[F:14])[cH:5][c:6]([C:7]#[N:8])[cH:9][cH:10]1)[CH3:15].[H-:16].[H-:19].[H-:20].[H-:21].[Li+:18].[Na+:24].[O:25]1[CH2:26][CH2:27][CH2:28][CH2:29]1.[OH-:23].[OH2:22]>>[CH3:1][N:2]([c:3]1[c:4]([C:11]([F:12])([F:13])[F:14])[cH:5][c:6]([CH2:7][NH2:8])[cH:9][cH:10]1)[CH3:15]. Starting materials: C(C1=CC=CC=C1)OC1=CC=C(C=C1)C=1N=CSC1 (4-(4-benzyloxyphenyl)thiazole), Ice water. Run in Br (hydrogen bromide). Reaction conditions: temperature 100 celsius, time 30 minute. The product is OC1=CC=C(C=C1)C=1N=CSC1 (4-(4-hydroxyphenyl) thiazole). Yield: 63.9%. As a reaction SMILES: C([O:8][C:9]1[CH:14]=[CH:13][C:12]([C:15]2[N:16]=[CH:17][S:18][CH:19]=2)=[CH:11][CH:10]=1)C1C=CC=CC=1>Br>[OH:8][C:9]1[CH:10]=[CH:11][C:12]([C:15]2[N:16]=[CH:17][S:18][CH:19]=2)=[CH:13][CH:14]=1. Procedure: To 4-(4-benzyloxyphenyl)thiazole (1.1 g) was added 47% aqueous hydrogen bromide (10ml), and the mixture was stirred at 100° C. for 30 minutes. Ice-water was added to the reaction mixture and extracted with ethyl acetate. The ethyl acetate layer was washed with saturated saline, dried by anhydrous sodium sulfate and then concentrated. Crystals were collected by filtration by using hexane to give 4-(4-hydroxyphenyl) thiazole (466 mg, 63.8%). The crystals were purified by recrystallization from met...